Dataset: the Open Reaction Database (ORD), a public repository of structured organic reaction records. Task: describe an organic reaction: reactants, conditions, products, and yield Starting materials: [H-].[Al+3].[Li+].[H-].[H-].[H-] (lithium aluminium hydride), COC1=C(OC(C2=CC=CC=C2)C2C(N(C(CO2)=O)C)=O)C=CC=C1 (2-[α-(2-methoxyphenoxy)-benzyl]-4-methyl-morpholin-3,5-dione), Cl (HCl). The solvent is C1CCOC1 (THF), O1CCCC1 (tetrahydrofuran). Reaction conditions: time 6 hour. Product: Cl.COC1=C(OC(C2=CC=CC=C2)C2CN(CCO2)C)C=CC=C1 (2-[α-(2-methoxyphenoxy)-benzyl]-4-methyl-morpholine hydrochloride). Isolated yield 84.0%. As a reaction SMILES: [CH3:1][O:2][C:3]1[CH:25]=[CH:24][CH:23]=[CH:22][C:4]=1[O:5][CH:6]([CH:13]1[O:18][CH2:17][C:16](=O)[N:15]([CH3:20])[C:14]1=O)[C:7]1[CH:12]=[CH:11][CH:10]=[CH:9][CH:8]=1.[H-].[Al+3].[Li+].[H-].[H-].[H-].[ClH:32]>O1CCCC1>[ClH:32].[CH3:1][O:2][C:3]1[CH:25]=[CH:24][CH:23]=[CH:22][C:4]=1[O:5][CH:6]([CH:13]1[O:18][CH2:17][CH2:16][N:15]([CH3:20])[CH2:14]1)[C:7]1[CH:8]=[CH:9][CH:10]=[CH:11][CH:12]=1 |f:1.2.3.4.5.6,9.10|. Reported procedure: A solution of 6.8 g of 2-[α-(2-methoxyphenoxy)-benzyl]-4-methyl-morpholin-3,5-dione in 40 ml of anhydrous tetrahydrofuran was added dropwise under stirring to a suspension of lithium aluminium hydride (1.9 g) in 35 ml of THF. The mixture was refluxed under stirring for 6 hours. Dropwise addition was then made at 0°-5° C. of 4.1 ml of 23% HCl and the whole was stirred at room temperature for 2 hours. The suspended solid was filtered and washed several times with THF. The combined filtrates were e... The reactants are CO, CCn1ncc2c(NC3CCCCC3)c(C3=NOC4(CCSC4)C3)cnc21, [O-][I+3]([O-])([O-])[O-], [Na+], O. Yields the product CCn1ncc2c(NC3CCCCC3)c(C3=NOC4(CCS(=O)C4)C3)cnc21. Reaction SMILES: [CH3:35][OH:36].[CH:1]1([NH:7][c:8]2[c:9]3[c:10]([n:11][cH:12][c:13]2[C:14]2=[N:15][O:16][C:17]4([CH2:18]2)[CH2:19][S:20][CH2:21][CH2:22]4)[n:23]([CH2:26][CH3:27])[n:24][cH:25]3)[CH2:2][CH2:3][CH2:4][CH2:5][CH2:6]1.[I+3:29]([O-:30])([O-:31])([O-:32])[O-:33].[Na+:34].[OH2:28]>>[CH:1]1([NH:7][c:8]2[c:9]3[c:10]([n:11][cH:12][c:13]2[C:14]2=[N:15][O:16][C:17]4([CH2:18]2)[CH2:19][S:20](=[O:30])[CH2:21][CH2:22]4)[n:23]([CH2:26][CH3:27])[n:24][cH:25]3)[CH2:2][CH2:3][CH2:4][CH2:5][CH2:6]1. The reactants are CC1=C2CCN=CC2=CC=C1 (5-methyl-3,4-dihydro-isoquinoline), ClC1=C(CCl)C=CC=C1 (2-chlorobenzyl chloride). The solvent is O1CCOCC1 (dioxan). Yields the product [Cl-].ClC1=C(C[N+]2=CC3=CC=CC(=C3CC2)C)C=CC=C1 (2-(2-Chlorobenzyl)-5-methyl-3,4-dihydroisoquinolinium chloride). As a reaction SMILES: [CH3:1][C:2]1[CH:11]=[CH:10][CH:9]=[C:8]2[C:3]=1[CH2:4][CH2:5][N:6]=[CH:7]2.[Cl:12][C:13]1[CH:20]=[CH:19][CH:18]=[CH:17][C:14]=1[CH2:15]Cl>O1CCOCC1>[Cl-:12].[Cl:12][C:13]1[CH:20]=[CH:19][CH:18]=[CH:17][C:14]=1[CH2:15][N+:6]1[CH2:5][CH2:4][C:3]2[C:8](=[CH:9][CH:10]=[CH:11][C:2]=2[CH3:1])[CH:7]=1 |f:3.4|. Reported procedure: The title compound is prepared analogously to Example A from 5-methyl-3,4-dihydro-isoquinoline and 2-chlorobenzyl chloride in dioxan. Melting point: 166°-168° C. Reactants: C1(=CC=CC=C1)C(C1=CC=CC=C1)OC(CO\N=C(/C(NC1C(N(C12CCOCC2)OS(=O)(=O)O)=O)=O)\C=2N=C(SC2)N)=O ((Z)-[[[1-(2-Amino-4-thiazolyl)-2-oxo-2-[[2-oxo-1-(sulfooxy)-7-oxa-1-azaspiro[3.5]non-3-yl]-amino]ethylidene]amino]oxy]acetic acid diphenylmethyl ester), Cl (hydrogen chloride), [K] (monopotassium), C1(=CC=CC=C1)OC (anisole), FC(C(=O)O)(F)F (trifluoroacetic acid). The solvent is C1(=CC=CC=C1)C (toluene), O (water), O (water), O (water), ClCCl (dichloromethane). Reaction conditions: time 1 hour. The product is NC=1SC=C(N1)/C(/C(NC1C(N(C12CCOCC2)OS(=O)(=O)O)=O)=O)=N/OCC(=O)O ((Z)-[[[1-(2-Amino-4-thiazolyl)-2-oxo-2-[[2-oxo-1-(sulfooxy)-7-oxa-1-azaspiro[3.5]non-3-yl]-amino]ethylidene]amino]oxy]acetic acid). Reaction SMILES: C1(C([O:14][C:15](=[O:44])[CH2:16][O:17]/[N:18]=[C:19](/[C:38]2[N:39]=[C:40]([NH2:43])[S:41][CH:42]=2)\[C:20](=[O:37])[NH:21][CH:22]2[C:25]3([CH2:30][CH2:29][O:28][CH2:27][CH2:26]3)[N:24]([O:31][S:32]([OH:35])(=[O:34])=[O:33])[C:23]2=[O:36])C2C=CC=CC=2)C=CC=CC=1.[K].C1(OC)C=CC=CC=1.FC(F)(F)C(O)=O.Cl>ClCCl.O.C1(C)C=CC=CC=1>[NH2:43][C:40]1[S:41][CH:42]=[C:38](/[C:19](=[N:18]/[O:17][CH2:16][C:15]([OH:44])=[O:14])/[C:20](=[O:37])[NH:21][CH:22]2[C:25]3([CH2:26][CH2:27][O:28][CH2:29][CH2:30]3)[N:24]([O:31][S:32]([OH:35])(=[O:33])=[O:34])[C:23]2=[O:36])[N:39]=1 |^1:44|. Reported procedure: (Z)-[[[1-(2-Amino-4-thiazolyl)-2-oxo-2-[[2-oxo-1-(sulfooxy)-7-oxa-1-azaspiro[3.5]non-3-yl]-amino]ethylidene]amino]oxy]acetic acid diphenylmethyl ester, monopotassium salt (0.39 g, 0.57 mmole) was slurried in 6 ml of dry dichloromethane and 1.5 ml of anisole at -10° C. under argon and treated with 10 ml of trifluoroacetic acid. After 1 hour, dry toluene (12 ml) was added and the volatiles were removed in vacuo at 10° C. The residue was washed twice with hexane, then taken up in water and the pH a... The reactants are C[O-].[Na+] (sodium methoxide), CO (methanol), ClC1=NC(=NC=C1F)N1C[C@H](CC1)NCC1=C(C=C(C=C1)Cl)Cl ((S)-[1-(4-chloro-5-fluoropyrimidin-2-yl)-pyrrolidin-3-yl]-(2,4-dichlorobenzyl)-amine). Run in COCCOC (1,2-dimethoxyethane). Conditions: temperature 70 celsius, time 8 hour. Product: ClC1=C(CNC2CN(CC2)C2=NC=C(C(=N2)OC)F)C=CC(=C1)Cl (2,4-Dichlorobenzyl-[1-(5-fluoro-4-methoxypyrimidin-2-yl)-pyrrolidin-3-yl]amine). The yield is 41.0%. As a reaction SMILES: Cl[C:2]1[C:7]([F:8])=[CH:6][N:5]=[C:4]([N:9]2[CH2:13][CH2:12][C@H:11]([NH:14][CH2:15][C:16]3[CH:21]=[CH:20][C:19]([Cl:22])=[CH:18][C:17]=3[Cl:23])[CH2:10]2)[N:3]=1.[CH3:24][O-:25].[Na+].CO>COCCOC>[Cl:23][C:17]1[CH:18]=[C:19]([Cl:22])[CH:20]=[CH:21][C:16]=1[CH2:15][NH:14][CH:11]1[CH2:12][CH2:13][N:9]([C:4]2[N:3]=[C:2]([O:25][CH3:24])[C:7]([F:8])=[CH:6][N:5]=2)[CH2:10]1 |f:1.2|. Reported procedure: Dissolve (S)-[1-(4-chloro-5-fluoropyrimidin-2-yl)-pyrrolidin-3-yl]-(2,4-dichlorobenzyl)-amine (318 mg, 0.84 mmol) in dry 1,2-dimethoxyethane (20 mL) and add dropwise sodium methoxide in methanol (25% w/v, 1.9 mL, 8.46 mmol). Stir at 70° C. overnight. Add aqueous 2 N hydrochloric acid to a pH of about 6-7 and extract with 30:70 isopropanol:chloroform. Combine the organic layers, wash with saturated aqueous sodium chloride, dry (magnesium sulphate), filter, and concentrate to give a residue. Chrom...